From a dataset of the Open Reaction Database (ORD), a public repository of structured organic reaction records. describe an organic reaction: reactants, conditions, products, and yield The reactants are COC(=O)CCCCCBr, COc1cc(CNC(=O)CCCCC=CC(C)C)ccc1O, CC(C)=O, [I-], [K+], [K+], [Na+], [Na+], [Na+], O=C([O-])[O-], O=P([O-])([O-])O. Yields the product COC(=O)CCCCCOc1ccc(CNC(=O)CCCCC=CC(C)C)cc1OC. As a reaction SMILES: [Br:38][CH2:39][CH2:40][CH2:41][CH2:42][CH2:43][C:44](=[O:45])[O:46][CH3:47].[CH3:1][O:2][c:3]1[cH:4][c:5]([CH2:6][NH:7][C:8](=[O:9])[CH2:10][CH2:11][CH2:12][CH2:13][CH:14]=[CH:15][CH:16]([CH3:17])[CH3:18])[cH:19][cH:20][c:21]1[OH:22].[CH3:48][C:49](=[O:50])[CH3:51].[I-:30].[K+:23].[K+:24].[Na+:29].[Na+:36].[Na+:37].[O-:25][C:26]([O-:27])=[O:28].[P:31]([OH:32])([O-:33])([O-:34])=[O:35]>>[CH3:1][O:2][c:3]1[cH:4][c:5]([CH2:6][NH:7][C:8](=[O:9])[CH2:10][CH2:11][CH2:12][CH2:13][CH:14]=[CH:15][CH:16]([CH3:17])[CH3:18])[cH:19][cH:20][c:21]1[O:22][CH2:39][CH2:40][CH2:41][CH2:42][CH2:43][C:44](=[O:45])[O:46][CH3:47].